Dataset: the Open Reaction Database (ORD), a public repository of structured organic reaction records. Task: describe an organic reaction: reactants, conditions, products, and yield Solvent: C1(=CC=CC=C1)C (Toluene), C1(=CC=CC=C1)C (toluene). Reaction conditions: temperature 120 celsius, time 4 hour. Reaction SMILES: [C:1]12[C:7](=[CH:8][CH:9]=[CH:10][CH:11]=1)[NH:6]C(=O)O[C:2]2=O.C1(C)C=CC(S(O)(=O)=O)=CC=1.C(O)(=O)C.[C:28]([NH:31][NH2:32])(=[O:30])[CH3:29]>C1(C)C=CC=CC=1>[NH2:6][C:7]1[CH:8]=[CH:9][CH:10]=[CH:11][C:1]=1[C:2]1[O:30][C:28]([CH3:29])=[N:31][N:32]=1. The product is NC1=C(C=CC=C1)C=1OC(=NN1)C (2-(2-Aminophenyl)-5-methyl-1,3,4-oxadiazol). Reported procedure: A mixture of isatoic anhydride (16.3 g, 0.1 mol), p-toluenesulfonic acid (0.2 g, 1.1 mmol), glacial acetic acid (10 ml), acethydrazide (7.4 g, 0.1 mol) and dry toluene (90 ml) was stirred at 120° C. for 4 h, cooledto room temperature and poured into ice water. Toluene (500 ml) was added, and the phases were separated. The aqueous phase was extracted with CH2Cl2 (2×100 ml). Reactants: ice water, C1=2C(=O)OC(NC1=CC=CC2)=O (isatoic anhydride), C1(=CC=C(C=C1)S(=O)(=O)O)C (p-toluenesulfonic acid), C(C)(=O)O (acetic acid), C(C)(=O)NN (acethydrazide). Starting materials: C1CCCCC1, CS(=O)(=O)N1CCN(Cc2ccccc2)CC1, CCO, [OH-], [OH-], [Pd+2]. Yields the product CS(=O)(=O)N1CCNCC1. As a reaction SMILES: [CH2:18]1[CH2:19][CH2:20][CH2:21][CH2:22][CH2:23]1.[CH2:1]([c:2]1[cH:3][cH:4][cH:5][cH:6][cH:7]1)[N:8]1[CH2:9][CH2:10][N:11]([S:14](=[O:15])(=[O:16])[CH3:17])[CH2:12][CH2:13]1.[CH3:24][CH2:25][OH:26].[OH-:27].[OH-:29].[Pd+2:28]>>[NH:8]1[CH2:9][CH2:10][N:11]([S:14](=[O:15])(=[O:16])[CH3:17])[CH2:12][CH2:13]1.